From a dataset of the Open Reaction Database (ORD), a public repository of structured organic reaction records. describe an organic reaction: reactants, conditions, products, and yield Reactants: CCCCN1C(=O)C(O)=C(c2ccccc2)S1(=O)=O, O=C(Cl)C(=O)Cl, ClCCl, CN(C)C=O. Yields the product CCCCN1C(=O)C(Cl)=C(c2ccccc2)S1(=O)=O. Reaction SMILES: [CH2:1]([CH2:2][CH2:3][CH3:4])[N:5]1[S:6](=[O:18])(=[O:19])[C:7]([c:12]2[cH:13][cH:14][cH:15][cH:16][cH:17]2)=[C:8]([OH:11])[C:9]1=[O:10].[Cl:20][C:21]([C:22]([Cl:23])=[O:24])=[O:25].[Cl:31][CH2:32][Cl:33].[O:26]=[CH:27][N:28]([CH3:29])[CH3:30]>>[CH2:1]([CH2:2][CH2:3][CH3:4])[N:5]1[S:6](=[O:18])(=[O:19])[C:7]([c:12]2[cH:13][cH:14][cH:15][cH:16][cH:17]2)=[C:8]([Cl:20])[C:9]1=[O:10]. Reactants: S(=O)=O (sulfur dioxide), S(=O)=O (sulfur dioxide), N1(CC1)CCO (1-aziridine-ethanol), O (water), O (water). Conditions: temperature 10 celsius. The product is OCCNCCS(=O)(=O)O (N-(β-hydroxyethyl)-2-aminoethanesulfonic acid), desired product. RXN SMILES: [S:1](=[O:3])=[O:2].[N:4]1([CH2:7][CH2:8][OH:9])[CH2:6][CH2:5]1.[OH2:10]>>[OH:9][CH2:8][CH2:7][NH:4][CH2:5][CH2:6][S:1]([OH:10])(=[O:3])=[O:2]. Reported procedure: N-(β-hydroxyethyl)-2-aminoethanesulfonic acid, ##STR7## was prepared as follows: 2250 parts water was saturated with sulfur dioxide at 10° C. in a three-necked, round-bottom flask which was fitted with an electrical stirrer, thermometer, dropping funnel, and a gas inlet tube, 261 parts 1-aziridine-ethanol dissolved in 750 parts water was added via the dropping funnel while sulfur dioxide was bubbled into the flask and the temperature maintained at 10° C. After the addition was completed, the con... Yields the product CC(NC(=O)OCc1ccccc1)C(=O)c1cc(C(F)(F)F)cc(C(F)(F)F)c1. Reactants: CON(C)C(=O)C(C)NC(=O)OCc1ccccc1, C1CCOC1, CC(C)[Mg+], [Cl-], Cl, FC(F)(F)c1cc(Br)cc(C(F)(F)F)c1. Reaction SMILES: [CH2:1]([c:2]1[cH:3][cH:4][cH:5][cH:6][cH:7]1)[O:8][C:9]([NH:10][CH:11]([CH3:12])[C:13]([N:14]([O:15][CH3:16])[CH3:17])=[O:18])=[O:19].[CH2:41]1[O:42][CH2:43][CH2:44][CH2:45]1.[CH:36]([Mg+:37])([CH3:38])[CH3:39].[Cl-:35].[ClH:40].[F:20][C:21]([c:22]1[cH:23][c:24]([Br:32])[cH:25][c:26]([C:28]([F:29])([F:30])[F:31])[cH:27]1)([F:33])[F:34]>>[CH2:1]([c:2]1[cH:3][cH:4][cH:5][cH:6][cH:7]1)[O:8][C:9]([NH:10][CH:11]([CH3:12])[C:13](=[O:18])[c:24]1[cH:23][c:22]([C:21]([F:20])([F:33])[F:34])[cH:27][c:26]([C:28]([F:29])([F:30])[F:31])[cH:25]1)=[O:19]. The reactants are hydrochloride salt, ClCCCOC1=CC=C(C=C1)C1=CC(N(N=C1)C)=O (5-[4-(3-chloropropoxy)-phenyl]-2-methyl-2H-pyridazin-3-one), N1CCCCC1 (piperidine). The product is CN1N=CC(=CC1=O)C1=CC=C(C=C1)OCCCN1CCCCC1 (2-Methyl-5-[4-(3-piperidin-1-yl-propoxy)-phenyl]-2H-pyridazin-3-one). As a reaction SMILES: Cl[CH2:2][CH2:3][CH2:4][O:5][C:6]1[CH:11]=[CH:10][C:9]([C:12]2[CH:17]=[N:16][N:15]([CH3:18])[C:14](=[O:19])[CH:13]=2)=[CH:8][CH:7]=1.[NH:20]1[CH2:25][CH2:24][CH2:23][CH2:22][CH2:21]1>>[CH3:18][N:15]1[C:14](=[O:19])[CH:13]=[C:12]([C:9]2[CH:10]=[CH:11][C:6]([O:5][CH2:4][CH2:3][CH2:2][N:20]3[CH2:25][CH2:24][CH2:23][CH2:22][CH2:21]3)=[CH:7][CH:8]=2)[CH:17]=[N:16]1. Procedure: This compound was prepared as the hydrochloride salt using 5-[4-(3-chloropropoxy)-phenyl]-2-methyl-2H-pyridazin-3-one and piperidine using the procedure described in Example 91 Step 5; Mp 253-4° C.; MS m/z 328 (M+H). Starting materials: C(N)(=O)C(C1=CC=CC=C1)(C1=CC=CC=C1)C1CNCC1 (3-(R,S)-(1-carbamoyl-1,1-diphenylmethyl)pyrrolidine), C(=C)C1=NC=CC=C1 (2-vinylpyridine). Run in O1CCOCC1 (1,4-dioxane). Product: C(N)(=O)C(C1=CC=CC=C1)(C1=CC=CC=C1)C1CN(CC1)CCC1=NC=CC=C1 (3-(R,S)-(1-carbamoyl-1,1-diphenylmethyl)-1-[2-(2-pyridinyl)ethyl]pyrrolidine). Reaction SMILES: [C:1]([C:4]([CH:17]1[CH2:21][CH2:20][NH:19][CH2:18]1)([C:11]1[CH:16]=[CH:15][CH:14]=[CH:13][CH:12]=1)[C:5]1[CH:10]=[CH:9][CH:8]=[CH:7][CH:6]=1)(=[O:3])[NH2:2].[CH:22]([C:24]1[CH:29]=[CH:28][CH:27]=[CH:26][N:25]=1)=[CH2:23]>O1CCOCC1>[C:1]([C:4]([CH:17]1[CH2:21][CH2:20][N:19]([CH2:23][CH2:22][C:24]2[CH:29]=[CH:28][CH:27]=[CH:26][N:25]=2)[CH2:18]1)([C:11]1[CH:12]=[CH:13][CH:14]=[CH:15][CH:16]=1)[C:5]1[CH:10]=[CH:9][CH:8]=[CH:7][CH:6]=1)(=[O:3])[NH2:2]. Reported procedure: A mixture containing 3-(R,S)-(1-carbamoyl-1,1-diphenylmethyl)pyrrolidine (1.0 g-see Preparation 8), 2-vinylpyridine (0.5 g) and 1,4-dioxane (10 ml) was heated under reflux for 20 hours. On cooling to room temperature the mixture was filtered and the filtrate was diluted with water (100 ml) then extracted with dichloromethane (3×50 ml). The combined dichloromethane extracts were dried (MgSO4) and concentrated in vacuo to give a brown oil which was purified by column chromatography on silica eluti... The reactants are [Si](C)(C)(C(C)(C)C)O[C@H]1C[C@@H](CC2=CC=C3[C@@H]4CC=C([C@@]4(C)CC[C@@H]3[C@@]12C)COCCCC(CC)(O[Si](CC)(CC)CC)CC)O[Si](C)(C)C(C)(C)C (1α,3β-Bis(tert-butyldimethylsilyloxy)-17-{4-ethyl-4-(triethylsilyloxy)hexyloxymethyl}androsta-5,7,16-triene), O1CCCC1.[F-].C(CCC)[N+](CCCC)(CCCC)CCCC (tetra-n-butylammonium fluoride tetrahydrofuran). Product: C(C)C(CCCOCC=1[C@]2(C)[C@@H](CC1)C1=CC=C3C[C@H](C[C@@H]([C@]3(C)[C@H]1CC2)O)O)(CC)O (17-(4-ethyl-4-hydroxyhexyloxymethyl)-1α,3β-dihydroxyandrosta-5,7,16-triene). Isolated yield 92.5%. As a reaction SMILES: [Si]([O:8][C@@H:9]1[C@@:26]2([CH3:27])[C:13](=[CH:14][CH:15]=[C:16]3[C@@H:25]2[CH2:24][CH2:23][C@@:21]2([CH3:22])[C@H:17]3[CH2:18][CH:19]=[C:20]2[CH2:28][O:29][CH2:30][CH2:31][CH2:32][C:33]([CH2:44][CH3:45])([O:36][Si](CC)(CC)CC)[CH2:34][CH3:35])[CH2:12][C@@H:11]([O:46][Si](C(C)(C)C)(C)C)[CH2:10]1)(C(C)(C)C)(C)C.O1CCCC1.[F-].C([N+](CCCC)(CCCC)CCCC)CCC>>[CH2:34]([C:33]([OH:36])([CH2:44][CH3:45])[CH2:32][CH2:31][CH2:30][O:29][CH2:28][C:20]1[C@:21]2([CH2:23][CH2:24][C@H:25]3[C:16](=[CH:15][CH:14]=[C:13]4[C@:26]3([CH3:27])[C@@H:9]([OH:8])[CH2:10][C@H:11]([OH:46])[CH2:12]4)[C@@H:17]2[CH2:18][CH:19]=1)[CH3:22])[CH3:35] |f:1.2.3|. Procedure: 1α,3β-Bis(tert-butyldimethylsilyloxy)-17-{4-ethyl-4-(triethylsilyloxy)hexyloxymethyl}androsta-5,7,16-triene (559 mg, 0.710 mmol) and a 1M tetra-n-butylammonium fluoride tetrahydrofuran solution (6 ml) were subjected to reaction using a procedure similar to that of Example 5(2) (4 hours), worked up and purified by column chromatography (ethyl acetate:dichloromethane=4:1 and then ethyl acetate) to give the titled compound (292 mg, 93%) as a colorless foam. As a reaction SMILES: [N:1]1[CH:6]=[CH:5][CH:4]=[CH:3][C:2]=1[C:7]([C:9]1[S:13][C:12]([NH2:14])=[N:11][C:10]=1[C:15]1[O:16][CH:17]=[CH:18][CH:19]=1)=[O:8].[C:20](N1C=CN=C1)(N1C=CN=C1)=[O:21].CCCCCC>ClCCl>[O:16]1[CH:17]=[CH:18][CH:19]=[C:15]1[C:10]1[N:11]=[C:12]([N:14]=[C:20]=[O:21])[S:13][C:9]=1[C:7]([C:2]1[CH:3]=[CH:4][CH:5]=[CH:6][N:1]=1)=[O:8]. Starting materials: N1=C(C=CC=C1)C(=O)C1=C(N=C(S1)N)C=1OC=CC1 (2-Amino-4-(2-furyl)thiazol-5-yl 2-pyridyl ketone), C(=O)(N1C=NC=C1)N1C=NC=C1 (carbonyldiimidazole), CCCCCC (Hexane). Run in ClCCl (dichloromethane). Yield: 60.7%. The product is O1C(=CC=C1)C=1N=C(SC1C(=O)C1=NC=CC=C1)N=C=O (4-(2-Furyl)-5-(pyridin-2-ylcarbonyl)thiazol-2-yl isocyanate). Reaction conditions: time 2 hour. Procedure: Compound 186 (200 mg, 0.737 mmol) was suspended in dichloromethane (15 mL), and carbonyldiimidazole (179 mg, 1.11 mmol) was added thereto at room temperature, followed by stirring at room temperature for 2 hours. Hexane (7.5 mL) was added to the reaction mixture, and the precipitated solid was collected by filtration to afford the entitled Compound y (133 mg, 61%) as a brown solid.